Dataset: the Open Reaction Database (ORD), a public repository of structured organic reaction records. Task: describe an organic reaction: reactants, conditions, products, and yield The reactants are C[C@@H]1CC2(OCCO2)CC[C@H]1N ((7R,8R)-7-methyl-1,4-dioxaspiro[4.5]decan-8-amine), ClC1=NC=C(C=2NC=3C=CC(=CC3C21)F)C#N (1-chloro-8-fluoro-5H-pyrido[4,3-b]indole-4-carbonitrile), C=1C=CC(=CC1)P(C=2C=CC=CC2)C3=CC=C4C=CC=CC4=C3C5=C6C=CC=CC6=CC=C5P(C=7C=CC=CC7)C=8C=CC=CC8 (BINAP), CC(C)(C)[O-].[Na+] (NaOtBu). Reagents/catalysts: C=1C=CC(=CC1)/C=C/C(=O)/C=C/C2=CC=CC=C2.C=1C=CC(=CC1)/C=C/C(=O)/C=C/C2=CC=CC=C2.C=1C=CC(=CC1)/C=C/C(=O)/C=C/C2=CC=CC=C2.[Pd].[Pd] (Pd2(dba)3). Solvent: COCCOC (DME), CCOC(=O)C (EtOAc). Run at temperature 85 celsius. Yields the product FC1=CC=2C3=C(NC2C=C1)C(=CN=C3N[C@H]3[C@@H](CC1(OCCO1)CC3)C)C#N (8-Fluoro-1-{[(7R,8R)-7-methyl-1,4-dioxaspiro[4.5]dec-8-yl]amino}-5H-pyrido[4,3-b]indole-4-carbonitrile). RXN SMILES: Cl[C:2]1[C:14]2[C:13]3[CH:12]=[C:11]([F:15])[CH:10]=[CH:9][C:8]=3[NH:7][C:6]=2[C:5]([C:16]#[N:17])=[CH:4][N:3]=1.C1C=CC(P(C2C(C3C(P(C4C=CC=CC=4)C4C=CC=CC=4)=CC=C4C=3C=CC=C4)=C3C(C=CC=C3)=CC=2)C2C=CC=CC=2)=CC=1.CC([O-])(C)C.[Na+].[CH3:70][C@H:71]1[C@H:80]([NH2:81])[CH2:79][CH2:78][C:73]2([O:77][CH2:76][CH2:75][O:74]2)[CH2:72]1>CCOC(C)=O.C1C=CC(/C=C/C(/C=C/C2C=CC=CC=2)=O)=CC=1.C1C=CC(/C=C/C(/C=C/C2C=CC=CC=2)=O)=CC=1.C1C=CC(/C=C/C(/C=C/C2C=CC=CC=2)=O)=CC=1.[Pd].[Pd].COCCOC>[F:15][C:11]1[CH:10]=[CH:9][C:8]2[NH:7][C:6]3[C:5]([C:16]#[N:17])=[CH:4][N:3]=[C:2]([NH:81][C@@H:80]4[CH2:79][CH2:78][C:73]5([O:74][CH2:75][CH2:76][O:77]5)[CH2:72][C@H:71]4[CH3:70])[C:14]=3[C:13]=2[CH:12]=1 |f:2.3,6.7.8.9.10|. Procedure details: A flask containing 1-chloro-8-fluoro-5H-pyrido[4,3-b]indole-4-carbonitrile (1.50 g, 6.11 mmol), BINAP (570 mg, 0.916 mmol), Pd2(dba)3 (280 mg, 0.305 mmol), and NaOtBu (1.88 g, 19.5 mmol) was evacuated and refilled with nitrogen (×3). Degassed DME (50 mL) and (7R,8R)-7-methyl-1,4-dioxaspiro[4.5]decan-8-amine (1.26 g, 7.33 mmol) were added to the mixture. The reaction mixture was heated to 85° C. overnight, cooled to room temperature, diluted with EtOAc, and washed with water and brine. The organi...